From a dataset of the Open Reaction Database (ORD), a public repository of structured organic reaction records. describe an organic reaction: reactants, conditions, products, and yield The reactants are C1(=CC=CC=C1)C (toluene), C(C1=CC=CC=C1)OC(=O)N[C@@H](CCC(=O)O)C(=O)O (N-benzyloxycarbonylglutamic acid), C=O (paraformaldehyde), O.C1(=CC=C(C=C1)S(=O)(=O)O)C (p-toluenesulfonic acid monohydrate). Run in C(C)(=O)OCC (ethyl acetate). Run at time 1 hour. The product is C(C1=CC=CC=C1)OC(=O)N1COC(C1CCC(=O)O)=O (3-benzyloxycarbonyl-4-(2-carboxyethyl)oxazolidin-5-one). As a reaction SMILES: [C:1]1(C)C=CC=CC=1.[CH2:8]([O:15][C:16]([NH:18][C@H:19]([C:25]([OH:27])=[O:26])[CH2:20][CH2:21][C:22]([OH:24])=[O:23])=[O:17])[C:9]1[CH:14]=[CH:13][CH:12]=[CH:11][CH:10]=1.C=O.O.C1(C)C=CC(S(O)(=O)=O)=CC=1>C(OCC)(=O)C>[CH2:8]([O:15][C:16]([N:18]1[CH:19]([CH2:20][CH2:21][C:22]([OH:24])=[O:23])[C:25](=[O:27])[O:26][CH2:1]1)=[O:17])[C:9]1[CH:10]=[CH:11][CH:12]=[CH:13][CH:14]=1 |f:3.4|. Reported procedure: To 1 liter of toluene were added 300 g of DL-N-benzyloxycarbonylglutamic acid, 48 g of paraformaldehyde and 12 g of p-toluenesulfonic acid monohydrate, and azeotropic dehydration was then carried out for 1 hour. After completion of the reaction, the solvent was removed by distillation under reduced pressure, and the oily substance thus obtained was dissolved in 500 ml of ethyl acetate, after which the resulting solution was washed with water and then dried over anhydrous magnesium sulfate, and t... The reactants are COC1=CC2=C(C(=NO2)N(CCN2CCOCC2)C)C=C1 (6-Methoxy-N-methyl-N-[2-(4-morpholinyl)ethyl]-1,2-benzisoxazol-3-amine), C([O-])([O-])=O.[Na+].[Na+] (sodium carbonate). The solvent is Br (hydrobromic acid). Yields the product N1(CCOCC1)CCN(C1=NOC2=C1C=CC(=C2)O)C (3-[[2-(4-Morpholinyl)ethyl]methylamino]-1,2-benzisoxazol-6-ol). The yield is 90.0%. Reaction SMILES: C[O:2][C:3]1[CH:21]=[CH:20][C:6]2[C:7]([N:10]([CH3:19])[CH2:11][CH2:12][N:13]3[CH2:18][CH2:17][O:16][CH2:15][CH2:14]3)=[N:8][O:9][C:5]=2[CH:4]=1.C(=O)([O-])[O-].[Na+].[Na+]>Br>[N:13]1([CH2:12][CH2:11][N:10]([CH3:19])[C:7]2[C:6]3[CH:20]=[CH:21][C:3]([OH:2])=[CH:4][C:5]=3[O:9][N:8]=2)[CH2:18][CH2:17][O:16][CH2:15][CH2:14]1 |f:1.2.3|. Procedure details: 6-Methoxy-N-methyl-N-[2-(4-morpholinyl)ethyl]-1,2-benzisoxazol-3-amine (7.0 g) was dissolved in 48% hydrobromic acid (130 ml) and heated to reflux under nitrogen for 3 hours. The reaction was cooled to room temperature, neutralized with saturated sodium carbonate (Na2CO3) extracted with ethyl acetate, dried over MgSO4 and concentrated in vacuo. Flash chromatography (silica gel) eluting with 2:1 heptane/acetone provided the product (6.0 g), m.p. 91-92° C. Starting materials: CC(C)(C)NS(=O)(=O)c1cccs1, C1CCOC1, [Li]CCCC, CC(C)CI. Yields the product CC(C)Cc1ccc(S(=O)(=O)NC(C)(C)C)s1. As a reaction SMILES: [C:1]([CH3:2])([CH3:3])([CH3:4])[NH:5][S:6](=[O:7])(=[O:8])[c:9]1[s:10][cH:11][cH:12][cH:13]1.[CH2:24]1[O:25][CH2:26][CH2:27][CH2:28]1.[CH3:14][CH2:15][CH2:16][CH2:17][Li:18].[I:19][CH2:20][CH:21]([CH3:22])[CH3:23]>>[C:1]([CH3:2])([CH3:3])([CH3:4])[NH:5][S:6](=[O:7])(=[O:8])[c:9]1[s:10][c:11]([CH2:20][CH:21]([CH3:22])[CH3:23])[cH:12][cH:13]1.